Dataset: the Open Reaction Database (ORD), a public repository of structured organic reaction records. Task: describe an organic reaction: reactants, conditions, products, and yield The reactants are C=CCBr, CO, Cc1ccc(O)c2c1CCC2=O, [K+], [OH-]. Product: C=CCOc1ccc(C)c2c1C(=O)CC2. Reaction SMILES: [CH2:15]([CH:16]=[CH2:17])[Br:18].[CH3:19][OH:20].[CH3:1][c:2]1[c:3]2[c:7]([c:8]([OH:11])[cH:9][cH:10]1)[C:6](=[O:12])[CH2:5][CH2:4]2.[K+:14].[OH-:13]>>[CH3:1][c:2]1[c:3]2[c:7]([c:8]([O:11][CH2:17][CH:16]=[CH2:15])[cH:9][cH:10]1)[C:6](=[O:12])[CH2:5][CH2:4]2.